This data is from the Open Reaction Database (ORD), a public repository of structured organic reaction records. The task is: describe an organic reaction: reactants, conditions, products, and yield Reactants: N (NH3), Cl.COC(\C=C\C=1C=C2C(CC3(CNCC3)OC2=CC1)=O)=O ((±)-(E)-3-[4-oxo-spiro(chromane-2,3′-pyrrolidine)-6-yl]-acrylic acid methyl ester hydrochloride salt), Cl.COC(\C=C\C=1C=C2C(CC3(CNCC3)OC2=CC1)=O)=O ((±)-(E)-3-[4-oxo-spiro(chromane-2,3′-pyrrolidine)-6-yl]-acrylic acid methyl ester hydrochloride salt), C(C1=CC=CC=C1)=O (benzaldehyde), [BH-](OC(=O)C)(OC(=O)C)OC(=O)C.[Na+] (NaBH(OAc)3). Run in O (Water), C(=O)(O)[O-].[Na+] (NaHCO3). Conditions: time 2 hour. The product is COC(\C=C\C=1C=C2C(CC3(CN(CC3)CC3=CC=CC=C3)OC2=CC1)=O)=O ((±)-(E)-3-[1′-benzyl-4-oxo-spiro(chromane-2,3′-pyrrolidine)-6-yl]-acrylic acid methyl ester). The yield is 93.9%. RXN SMILES: Cl.[CH3:2][O:3][C:4](=[O:22])/[CH:5]=[CH:6]/[C:7]1[CH:8]=[C:9]2[C:18](=[CH:19][CH:20]=1)[O:17][C:12]1([CH2:16][CH2:15][NH:14][CH2:13]1)[CH2:11][C:10]2=[O:21].[CH:23](=O)[C:24]1[CH:29]=[CH:28][CH:27]=[CH:26][CH:25]=1.[BH-](OC(C)=O)(OC(C)=O)OC(C)=O.[Na+].N>C([O-])(O)=O.[Na+].O>[CH3:2][O:3][C:4](=[O:22])/[CH:5]=[CH:6]/[C:7]1[CH:8]=[C:9]2[C:18](=[CH:19][CH:20]=1)[O:17][C:12]1([CH2:16][CH2:15][N:14]([CH2:23][C:24]3[CH:29]=[CH:28][CH:27]=[CH:26][CH:25]=3)[CH2:13]1)[CH2:11][C:10]2=[O:21] |f:0.1,3.4,6.7|. Reported procedure: A suspension of (±)-(E)-3-[4-oxo-spiro(chromane-2,3′-pyrrolidine)-6-yl]-acrylic acid methyl ester hydrochloride salt (440 mg, 1.36 mmol, Intermediate 1) in aqueous 10% NaHCO3 solution was extracted with DCM (3×10 ml). The organic phase was dried over Na2SO4 and evaporated. The resulting oil was dissolved in DCM (15 ml), treated with benzaldehyde (0.166 ml, 1.63 mmol) and NaBH(OAc)3 (433 mg, 2.04 mmol), and the resulting clear solution was stirred at RT for 2 h. Water was added to the mixture and... Starting materials: ClC1=C(C(=O)O)C=CC=C1 (2-chlorobenzoic acid), C1=CN(C=N1)C(=O)N2C=CN=C2 (CDI), C(CCC)N(C(=O)N1CCCC2=CC=CC=C12)CC1=CC=C(C=C1)C1=C(C=CC=C1)S(N)(=O)=O (1-[N-butyl-N-[(2'-sulfamoylbiphenyl-4-yl)methyl]carbamoyl]-1,2,3,4-tetrahydroquinoline), C1CCC2=NCCCN2CC1 (DBU). Product: C(CCC)N(C(=O)N1CCCC2=CC=CC=C12)CC1=CC=C(C=C1)C1=C(C=CC=C1)S(NC(C1=C(C=CC=C1)Cl)=O)(=O)=O (1-[N-Butyl-N-[[2'-[N-(2-chlorobenzoyl)sulfamoyl]biphenyl-4-yl]methyl]carbamoyl]-1,2,3,4-tetrahydroquinoline), desired material. Isolated yield 83.0%. Reaction SMILES: [Cl:1][C:2]1[CH:10]=[CH:9][CH:8]=[CH:7][C:3]=1[C:4]([OH:6])=O.C1N=CN(C(N2C=NC=C2)=O)C=1.[CH2:23]([N:27]([CH2:40][C:41]1[CH:46]=[CH:45][C:44]([C:47]2[CH:52]=[CH:51][CH:50]=[CH:49][C:48]=2[S:53](=[O:56])(=[O:55])[NH2:54])=[CH:43][CH:42]=1)[C:28]([N:30]1[C:39]2[C:34](=[CH:35][CH:36]=[CH:37][CH:38]=2)[CH2:33][CH2:32][CH2:31]1)=[O:29])[CH2:24][CH2:25][CH3:26].C1CCN2C(=NCCC2)CC1>>[CH2:23]([N:27]([CH2:40][C:41]1[CH:42]=[CH:43][C:44]([C:47]2[CH:52]=[CH:51][CH:50]=[CH:49][C:48]=2[S:53](=[O:55])(=[O:56])[NH:54][C:4](=[O:6])[C:3]2[CH:7]=[CH:8][CH:9]=[CH:10][C:2]=2[Cl:1])=[CH:45][CH:46]=1)[C:28]([N:30]1[C:39]2[C:34](=[CH:35][CH:36]=[CH:37][CH:38]=2)[CH2:33][CH2:32][CH2:31]1)=[O:29])[CH2:24][CH2:25][CH3:26]. Reported procedure: The title compound was prepared from 2-chlorobenzoic acid (2.5 equivalents), CDI (2.5 equiv), 1-[N-butyl-N-[(2'-sulfamoylbiphenyl-4-yl)methyl]carbamoyl]-1,2,3,4-tetrahydroquinoline (from Step B) (1.0 equiv), and DBU (2.5 equiv), according to the procedure of Example 3, Step C, to give an 83% of the desired material after flash chromatography as an off-white solid, mp 80°-82° C.; homogeneous by TLC in 95:5 CH2Cl2 --MeOH; FAB-MS m/e 616 (M+1)+. Reaction SMILES: [Cl:1][C:2]1[CH:3]=[C:4]([CH:25]=[CH:26][C:27]=1[Cl:28])[C:5]([NH:7][C:8]1([CH2:18][CH2:19][C:20]([O:22][CH2:23][CH3:24])=[O:21])[C:16]2[C:11](=[CH:12][CH:13]=[CH:14][CH:15]=2)[NH:10][C:9]1=[O:17])=[O:6].[C:29]1([CH2:35][CH2:36][CH2:37]Br)[CH:34]=[CH:33][CH:32]=[CH:31][CH:30]=1.C(=O)([O-])[O-].[K+].[K+]>CC(C)=O>[Cl:1][C:2]1[CH:3]=[C:4]([CH:25]=[CH:26][C:27]=1[Cl:28])[C:5]([NH:7][C:8]1([CH2:18][CH2:19][C:20]([O:22][CH2:23][CH3:24])=[O:21])[C:16]2[C:11](=[CH:12][CH:13]=[CH:14][CH:15]=2)[N:10]([CH2:37][CH2:36][CH2:35][C:29]2[CH:34]=[CH:33][CH:32]=[CH:31][CH:30]=2)[C:9]1=[O:17])=[O:6] |f:2.3.4|. Product: ClC=1C=C(C(=O)NC2(C(N(C3=CC=CC=C23)CCCC2=CC=CC=C2)=O)CCC(=O)OCC)C=CC1Cl (ethyl 3-[3-(3,4-dichlorobenzoylamino)-2,3-dihydro-2-oxo-1-(3-phenylpropyl)-1H-indol-3-yl]propionate). Procedure details: A mixture of 1.06 g of ethyl 3-[3-(3,4-dichlorobenzoylamino)-2,3-dihydro-2-oxo-1H-indol-3-yl]propionate, 1.0 g of 3-phenylpropyl bromide, 1.10 g of potassium carbonate and 16 ml of acetone was refluxed overnight. The solvent was removed by evaporation. The residue was extracted with ethyl acetate, washed with water and dried. After removal of solvent, the residual solid was crystallized from isopropyl ether-hexane to afford 1.25 g of ethyl 3-[3-(3,4-dichlorobenzoylamino)-2,3-dihydro-2-oxo-1-(3-p... The yield is 92.1%. Reactants: ClC=1C=C(C(=O)NC2(C(NC3=CC=CC=C23)=O)CCC(=O)OCC)C=CC1Cl (ethyl 3-[3-(3,4-dichlorobenzoylamino)-2,3-dihydro-2-oxo-1H-indol-3-yl]propionate), C1(=CC=CC=C1)CCCBr (3-phenylpropyl bromide), C([O-])([O-])=O.[K+].[K+] (potassium carbonate). The solvent is CC(=O)C (acetone). Reactants: C1=C(C=CC=2SC3=C(CCC21)C=CC=C3)C(C(=O)O)C (2-(10,11-dihydro dibenzo[b,f]thiepin-2-yl)-propionic acid), Cl (hydrogen chloride), C(C)O (ethanol), ice water. Reaction conditions: time 3 hour. Yields the product C1=C(C=CC=2SC3=C(CCC21)C=CC=C3)C(C(=O)OCC)C (ethyl 2-(10,11-dihydro dibenzo[b,f]thiepin-2-yl)-propionate). Reaction SMILES: [CH:1]1[C:11]2[CH2:10][CH2:9][C:8]3[CH:12]=[CH:13][CH:14]=[CH:15][C:7]=3[S:6][C:5]=2[CH:4]=[CH:3][C:2]=1[CH:16]([CH3:20])[C:17]([OH:19])=[O:18].Cl.[CH2:22](O)[CH3:23]>>[CH:1]1[C:11]2[CH2:10][CH2:9][C:8]3[CH:12]=[CH:13][CH:14]=[CH:15][C:7]=3[S:6][C:5]=2[CH:4]=[CH:3][C:2]=1[CH:16]([CH3:20])[C:17]([O:19][CH2:22][CH3:23])=[O:18]. Procedure: To 100 mg of 2-(10,11-dihydro dibenzo[b,f]thiepin-2-yl)-propionic acid was added 2 ml of ethanol containing 17% of hydrogen chloride and the mixture was stirred at room temperature for 3 hours. The solvent was distilled off to obtain the residue, to which was added ice-water and extracted with ethyl acetate, and the extract was washed with saturated sodium chloride solution and dried over anhydrous sodium sulfate. The solvent was distilled off to obtain pale brown oil, which was chromatographed ...